Dataset: the Open Reaction Database (ORD), a public repository of structured organic reaction records. Task: describe an organic reaction: reactants, conditions, products, and yield The reactants are NC(C([C@@H](C1=NC2=C(N1)C=CC(=C2)C(C)(C)C)NC(OC(C)(C)C)=O)C)=O (tert-butyl [(1S)-3-amino-1-(5-tert-butyl-1H-benzimidazol-2-yl)-2-methyl-3-oxopropyl]carbamate). Run in C(Cl)Cl (DCM), C(=O)(C(F)(F)F)O (TFA). Product: N[C@@H]([C@H](C(=O)N)C)C1=NC2=C(N1)C=CC(=C2)C(C)(C)C ((2R,3S)-3-Amino-3-(5-tert-butyl-1H-benzimidazol-2-yl)-2-methylpropanamide). RXN SMILES: [NH2:1][C:2](=[O:27])[CH:3]([CH3:26])[C@H:4]([NH:18]C(=O)OC(C)(C)C)[C:5]1[NH:9][C:8]2[CH:10]=[CH:11][C:12]([C:14]([CH3:17])([CH3:16])[CH3:15])=[CH:13][C:7]=2[N:6]=1>C(Cl)Cl.C(O)(C(F)(F)F)=O>[NH2:18][C@H:4]([C:5]1[NH:9][C:8]2[CH:10]=[CH:11][C:12]([C:14]([CH3:15])([CH3:17])[CH3:16])=[CH:13][C:7]=2[N:6]=1)[C@@H:3]([CH3:26])[C:2]([NH2:1])=[O:27]. Procedure: A solution of tert-butyl [(1S)-3-amino-1-(5-tert-butyl-1H-benzimidazol-2-yl)-2-methyl-3-oxopropyl]carbamate (Preparation 29, 3.07 g, 8.2 mmol) in DCM (50 mL) and TFA (10 mL) was stirred at room temperature for 3 hours before concentrating in vacuo. Saturated aqueous NaHCO3 solution (100 mL) was added and the product extracted with 2-MeTHF (4×100 mL). The organic layers were combined, washed with brine, dried over Na2SO4 and concentrated in vacuo. The residue was purified using reverse phase colu... The yield is 226.3%. Run at temperature 80 celsius. Reactants: BrC1=CC(=CC=2CN(COC21)C(C)(C)C)C(C)(C)C (8-bromo-3,6-di-tert-butyl-3,4-dihydro-2H-benzo[e][1,3]oxazine), BrC1=CC(=CC=2CN(COC21)C(C)(C)C)C(C)(C)C (8-bromo-3,6-di-tert-butyl-3,4-dihydro-2H-benzo[e][1,3]oxazine), FC(C1=NC=C(C=C1)B(O)O)(F)F (2-(trifluoromethyl)pyridine-5-boronic acid), C([O-])([O-])=O.[K+].[K+] (potassium carbonate). Product: O1CNCC2=C1C=CC=C2 (3,4-dihydro-2H-benzo[e][1,3]oxazine). Procedure: A mixture of 8-bromo-3,6-di-tert-butyl-3,4-dihydro-2H-benzo[e][1,3]oxazine (Intermediate 1) (2.0 g, 6.13 mmol), 2-(trifluoromethyl)pyridine-5-boronic acid [purchased from Frontier Scientific] (1.17 g, 6.13 mmol) and potassium carbonate (1.27 g, 9.20 mmol) in dimethoxyethane (15 mL) and water (5 mL) was purged with nitrogen for 20 minutes. Tetrakis(triphenylphosphine)palladium(0) (354.2 mg, 0.31 mmol) was then added and the mixture heated at 80° C. in a sealed vial for 24 hours. The cooled reacti... Run in C(OC)COC (dimethoxyethane), O (water). The reagents and catalysts are C=1C=CC(=CC1)[P](C=2C=CC=CC2)(C=3C=CC=CC3)[Pd]([P](C=4C=CC=CC4)(C=5C=CC=CC5)C=6C=CC=CC6)([P](C=7C=CC=CC7)(C=8C=CC=CC8)C=9C=CC=CC9)[P](C=1C=CC=CC1)(C=1C=CC=CC1)C=1C=CC=CC1 (Tetrakis(triphenylphosphine)palladium(0)). RXN SMILES: Br[C:2]1[C:11]2[O:10][CH2:9][N:8](C(C)(C)C)[CH2:7][C:6]=2[CH:5]=[C:4](C(C)(C)C)[CH:3]=1.FC(F)(F)C1C=CC(B(O)O)=CN=1.C(=O)([O-])[O-].[K+].[K+]>C(COC)OC.O.C1C=CC([P]([Pd]([P](C2C=CC=CC=2)(C2C=CC=CC=2)C2C=CC=CC=2)([P](C2C=CC=CC=2)(C2C=CC=CC=2)C2C=CC=CC=2)[P](C2C=CC=CC=2)(C2C=CC=CC=2)C2C=CC=CC=2)(C2C=CC=CC=2)C2C=CC=CC=2)=CC=1>[O:10]1[C:11]2[CH:2]=[CH:3][CH:4]=[CH:5][C:6]=2[CH2:7][NH:8][CH2:9]1 |f:2.3.4,^1:49,51,70,89|. Starting materials: C(C)OC(CNC[C@@H](COC1=C(C=C(C=C1C)C1=NOC(=N1)C1=CC(=NC(=C1)OC)C1CCCC1)CC)O)=O ((S)-2-((3-(4-(5-(2-cyclopentyl-6-methoxypyridin-4-yl)-1,2,4-oxadiazol-3-yl)-2-ethyl-6-methylphenoxy)-2-hydroxypropyl)amino)acetic acid ethyl ester). The solvent is C1CCOC1 (THF), CO (methanol), [Li+].[OH-] (LiOH). Product: C1(CCCC1)C1=NC(=CC(=C1)C1=NC(=NO1)C1=CC(=C(OC[C@H](CNCC(=O)O)O)C(=C1)C)CC)OC ((S)-2-((3-(4-(5-(2-Cyclopentyl-6-methoxypyridin-4-yl)-1,2,4-oxadiazol-3-yl)-2-ethyl-6-methylphenoxy)-2-hydroxypropyl)amino)acetic acid). The yield is 53.3%. As a reaction SMILES: C([O:3][C:4](=[O:39])[CH2:5][NH:6][CH2:7][C@H:8]([OH:38])[CH2:9][O:10][C:11]1[C:16]([CH3:17])=[CH:15][C:14]([C:18]2[N:22]=[C:21]([C:23]3[CH:28]=[C:27]([O:29][CH3:30])[N:26]=[C:25]([CH:31]4[CH2:35][CH2:34][CH2:33][CH2:32]4)[CH:24]=3)[O:20][N:19]=2)=[CH:13][C:12]=1[CH2:36][CH3:37])C>C1COCC1.CO.[Li+].[OH-]>[CH:31]1([C:25]2[CH:24]=[C:23]([C:21]3[O:20][N:19]=[C:18]([C:14]4[CH:15]=[C:16]([CH3:17])[C:11]([O:10][CH2:9][C@@H:8]([OH:38])[CH2:7][NH:6][CH2:5][C:4]([OH:39])=[O:3])=[C:12]([CH2:36][CH3:37])[CH:13]=4)[N:22]=3)[CH:28]=[C:27]([O:29][CH3:30])[N:26]=2)[CH2:32][CH2:33][CH2:34][CH2:35]1 |f:3.4|. Procedure: A solution of (S)-2-((3-(4-(5-(2-cyclopentyl-6-methoxypyridin-4-yl)-1,2,4-oxadiazol-3-yl)-2-ethyl-6-methylphenoxy)-2-hydroxypropyl)amino)acetic acid ethyl ester (60 mg, 0.114 mmol) in THF (3 mL), methanol (3 mL) and 2 N aq. LiOH (1 mL) is stirred at rt for 2 h. The solvent is evaporated and the residue is dissolved in 2 N aq. HCl (10 mL) and extracted four times with DCM (4×20 mL). The org. extracts are combined, dried over MgSO4, filtered and concetrated. The crude product is purified by prep. ... The reactants are ClC1=CC=C(C=C1)C#CC1=CC=C(CN(C(C2=CC=C(C=C2)CCCCCCC)=O)C2=CC3=C(OC(OC3=O)(C)C)C=C2)C=C1 (N-{4-[(4-chlorophenyl)ethynyl]benzyl}-N-(2,2-dimethyl-4-oxo-4H-1,3-benzodioxin-6-yl)-4-heptylbenzamide), [OH-].[Na+] (NaOH). Reported procedure: The titled compound was prepared following the procedure C using N-{4-[(4-chlorophenyl)ethynyl]benzyl}-N-(2,2-dimethyl-4-oxo-4H-1,3-benzodioxin-6-yl)-4-heptylbenzamide and NaOH as a white solid (67%). M− (ESI): 577.8; M+ (ESI): 580.1. HPLC, Rt: 5.89 min (Purity: 92.3%). The product is ClC1=CC=C(C=C1)C#CC1=CC=C(CN(C=2C=CC(=C(C(=O)O)C2)O)C(C2=CC=C(C=C2)CCCCCCC)=O)C=C1 (5-[{4-[(4-chlorophenyl)ethynyl]benzyl}(4-heptylbenzoyl)amino]-2-hydroxybenzoic acid). RXN SMILES: [Cl:1][C:2]1[CH:7]=[CH:6][C:5]([C:8]#[C:9][C:10]2[CH:45]=[CH:44][C:13]([CH2:14][N:15]([C:31]3[CH:43]=[CH:42][C:34]4[O:35]C(C)(C)[O:37][C:38](=[O:39])[C:33]=4[CH:32]=3)[C:16](=[O:30])[C:17]3[CH:22]=[CH:21][C:20]([CH2:23][CH2:24][CH2:25][CH2:26][CH2:27][CH2:28][CH3:29])=[CH:19][CH:18]=3)=[CH:12][CH:11]=2)=[CH:4][CH:3]=1.[OH-].[Na+]>>[Cl:1][C:2]1[CH:3]=[CH:4][C:5]([C:8]#[C:9][C:10]2[CH:11]=[CH:12][C:13]([CH2:14][N:15]([C:16](=[O:30])[C:17]3[CH:18]=[CH:19][C:20]([CH2:23][CH2:24][CH2:25][CH2:26][CH2:27][CH2:28][CH3:29])=[CH:21][CH:22]=3)[C:31]3[CH:43]=[CH:42][C:34]([OH:35])=[C:33]([CH:32]=3)[C:38]([OH:39])=[O:37])=[CH:44][CH:45]=2)=[CH:6][CH:7]=1 |f:1.2|. Starting materials: C(=O)([O-])[O-].[Na+].[Na+] (Na2CO3), ClC1=NC=C(C=C1C=1C=NC=C(C1)F)C(=O)NC1=CC=C(C=C1)OC(F)(F)Cl (2-Chloro-N-(4-(chlorodifluoromethoxy)phenyl)-5′-fluoro-[3,3′-bipyridine]-5-carboxamide), CCN(C(C)C)C(C)C (DIPEA), Cl.Cl.CO[C@H]1[C@@H](CNC1)N (trans-4-methoxypyrrolidin-3-amine dihydrochloride). Solvent: CC(C)O (iPrOH), C(Cl)Cl.CCCCCC (DCM n-hexane). Run at temperature 110 celsius, time 40 hour. Yields the product N[C@@H]1CN(C[C@H]1OC)C1=NC=C(C=C1C=1C=NC=C(C1)F)C(=O)NC1=CC=C(C=C1)OC(F)(F)Cl (2-(trans-3-Amino-4-methoxypyrrolidin-1-yl)-N-(4-(chlorodifluoromethoxy)phenyl)-5′-fluoro-[3,3′-bipyridine]-5-carboxamide). As a reaction SMILES: Cl[C:2]1[C:7]([C:8]2[CH:9]=[N:10][CH:11]=[C:12]([F:14])[CH:13]=2)=[CH:6][C:5]([C:15]([NH:17][C:18]2[CH:23]=[CH:22][C:21]([O:24][C:25]([Cl:28])([F:27])[F:26])=[CH:20][CH:19]=2)=[O:16])=[CH:4][N:3]=1.CCN(C(C)C)C(C)C.Cl.Cl.[CH3:40][O:41][C@@H:42]1[CH2:46][NH:45][CH2:44][C@H:43]1[NH2:47].C([O-])([O-])=O.[Na+].[Na+]>C(Cl)Cl.CCCCCC.CC(O)C>[NH2:47][C@H:43]1[C@H:42]([O:41][CH3:40])[CH2:46][N:45]([C:2]2[C:7]([C:8]3[CH:9]=[N:10][CH:11]=[C:12]([F:14])[CH:13]=3)=[CH:6][C:5]([C:15]([NH:17][C:18]3[CH:23]=[CH:22][C:21]([O:24][C:25]([Cl:28])([F:27])[F:26])=[CH:20][CH:19]=3)=[O:16])=[CH:4][N:3]=2)[CH2:44]1 |f:2.3.4,5.6.7,8.9|. Procedure: 2-Chloro-N-(4-(chlorodifluoromethoxy)phenyl)-5′-fluoro-[3,3′-bipyridine]-5-carboxamide (Stage 266.1, 70 mg, 0.160 mmol) and DIPEA (0.196 mL, 1.121 mmol) were added to a vial containing iPrOH (1 mL) and trans-4-methoxypyrrolidin-3-amine dihydrochloride (Stage 284.1, 32.5 mg, 0.168 mmol) was added under argon atmosphere. The RM was stirred at 110° C. for 40 h. The RM was treated with sat. aq. Na2CO3 (20 mL) and extracted with EtOAc. The combined extracts were washed with brine (10 mL), dried over ... Reactants: BrC1=C(C(=CC=C1OC)COC)O (2-bromo-3-methoxy-6-methoxymethylphenol), CI (methyl iodide), C([O-])([O-])=O.[K+].[K+] (potassium carbonate). The solvent is CC(=O)C (acetone). Run at time 2.5 hour. Yields the product BrC1=C(C(=CC=C1OC)COC)OC (1-bromo-2,6-dimethoxy-3-methoxymethylbenzene). The yield is 51.2%. Reaction SMILES: [Br:1][C:2]1[C:7]([O:8][CH3:9])=[CH:6][CH:5]=[C:4]([CH2:10][O:11][CH3:12])[C:3]=1[OH:13].CI.[C:16](=O)([O-])[O-].[K+].[K+]>CC(C)=O>[Br:1][C:2]1[C:7]([O:8][CH3:9])=[CH:6][CH:5]=[C:4]([CH2:10][O:11][CH3:12])[C:3]=1[O:13][CH3:16] |f:2.3.4|. Reported procedure: 24.1 g (0.098 mole) of 2-bromo-3-methoxy-6-methoxymethylphenol and 27.7 g of methyl iodide are dissolved in 200 ml of acetone in the presence of 14.82 g (0.107 mole) of potassium carbonate. This solution is heated at reflux temperature, with stirring, for 2.5 hours. It is then cooled, the mineral salts are filtered off and the filtrate is distilled to remove the acetone. The residue is taken up in water and extracted with dichloromethane. The organic phase is dried over anhydrous sodium sulfate ... Starting materials: CNC, CCO, Cl, Cl, O=C1CCOc2ccccc21. Yields the product CN(C)CCC(=O)c1ccccc1, Cl. As a reaction SMILES: [CH3:14][NH:15][CH3:16].[CH3:17][CH2:18][OH:19].[ClH:13].[ClH:1].[O:2]1[CH2:3][CH2:4][C:5](=[O:12])[c:6]2[cH:7][cH:8][cH:9][cH:10][c:11]21>>[CH2:3]([CH2:4][C:5]([c:6]1[cH:7][cH:8][cH:9][cH:10][cH:11]1)=[O:12])[N:15]([CH3:14])[CH3:16].[ClH:1]. Starting materials: CC1(C)c2cc(OS(C)(=O)=O)ccc2OC1N1CCOCC1, Cl, O. Yields the product CC1(C)c2cc(OS(C)(=O)=O)ccc2OC1O. As a reaction SMILES: [CH3:1][S:2](=[O:3])(=[O:4])[O:5][c:6]1[cH:7][cH:8][c:9]2[c:10]([cH:22]1)[C:11]([CH3:20])([CH3:21])[CH:12]([N:14]1[CH2:15][CH2:16][O:17][CH2:18][CH2:19]1)[O:13]2.[ClH:24].[OH2:23]>>[CH3:1][S:2](=[O:3])(=[O:4])[O:5][c:6]1[cH:7][cH:8][c:9]2[c:10]([cH:22]1)[C:11]([CH3:20])([CH3:21])[CH:12]([OH:23])[O:13]2. The reactants are CC(C)c1c(C(=O)NCc2ccc(F)c(F)c2)c2ccc(O)cc2n1Cc1ccccc1, IC1CCCC1, [K+], [K+], O=C([O-])[O-], CN(C)C=O. Yields the product CC(C)c1c(C(=O)NCc2ccc(F)c(F)c2)c2ccc(OC3CCCC3)cc2n1Cc1ccccc1. As a reaction SMILES: [CH2:1]([c:2]1[cH:3][cH:4][cH:5][cH:6][cH:7]1)[n:8]1[c:9]([CH:30]([CH3:31])[CH3:32])[c:10]([C:18](=[O:19])[NH:20][CH2:21][c:22]2[cH:23][c:24]([F:29])[c:25]([F:28])[cH:26][cH:27]2)[c:11]2[cH:12][cH:13][c:14]([OH:17])[cH:15][c:16]12.[CH:39]1([I:44])[CH2:40][CH2:41][CH2:42][CH2:43]1.[K+:33].[K+:34].[O-:35][C:36]([O-:37])=[O:38].[O:45]=[CH:46][N:47]([CH3:48])[CH3:49]>>[CH2:1]([c:2]1[cH:3][cH:4][cH:5][cH:6][cH:7]1)[n:8]1[c:9]([CH:30]([CH3:31])[CH3:32])[c:10]([C:18](=[O:19])[NH:20][CH2:21][c:22]2[cH:23][c:24]([F:29])[c:25]([F:28])[cH:26][cH:27]2)[c:11]2[cH:12][cH:13][c:14]([O:17][CH:39]3[CH2:40][CH2:41][CH2:42][CH2:43]3)[cH:15][c:16]12.